This data is from the Open Reaction Database (ORD), a public repository of structured organic reaction records. The task is: describe an organic reaction: reactants, conditions, products, and yield Reactants: CCCCCCCCCC(=O)Oc1ccc(C(=O)O)cc1, CN(C)c1ccncc1, C(=NC1CCCCC1)=NC1CCCCC1, ClCCl, CCC(C)C(=O)c1ccc(-c2ccc(O)cc2)cc1. As a reaction SMILES: [C:20]([CH2:21][CH2:22][CH2:23][CH2:24][CH2:25][CH2:26][CH2:27][CH2:28][CH3:29])(=[O:30])[O:31][c:32]1[cH:33][cH:34][c:35]([C:36](=[O:37])[OH:38])[cH:39][cH:40]1.[CH3:56][N:57]([CH3:58])[c:59]1[cH:60][cH:61][n:62][cH:63][cH:64]1.[CH:41]1([N:42]=[C:43]=[N:44][CH:45]2[CH2:46][CH2:47][CH2:48][CH2:49][CH2:50]2)[CH2:51][CH2:52][CH2:53][CH2:54][CH2:55]1.[Cl:65][CH2:66][Cl:67].[OH:1][c:2]1[cH:3][cH:4][c:5](-[c:8]2[cH:9][cH:10][c:11]([C:14]([CH:15]([CH2:16][CH3:17])[CH3:18])=[O:19])[cH:12][cH:13]2)[cH:6][cH:7]1>>[C:20]([CH2:21][CH2:22][CH2:23][CH2:24][CH2:25][CH2:26][CH2:27][CH2:28][CH3:29])(=[O:30])[O:31][c:32]1[cH:33][cH:34][c:35]([C:36](=[O:37])[OH:38])[cH:39][cH:40]1.[cH:2]1[cH:3][cH:4][c:5](-[c:8]2[cH:9][cH:10][c:11]([C:14]([CH:15]([CH2:16][CH3:17])[CH3:18])=[O:19])[cH:12][cH:13]2)[cH:6][cH:7]1. Yields the product CCCCCCCCCC(=O)Oc1ccc(C(=O)O)cc1, CCC(C)C(=O)c1ccc(-c2ccccc2)cc1. Starting materials: CC(C)(C)OC(=O)NC1(C(=O)NC(C#N)Cc2ccc(I)cc2)CCOCC1, CC(=O)[O-], CC1(C)OB(c2ccc3oc(=O)[nH]c3c2)OC1(C)C, CC#N, [K+], O. Product: CC(C)(C)OC(=O)NC1(C(=O)NC(C#N)Cc2ccc(-c3ccc4oc(=O)[nH]c4c3)cc2)CCOCC1. Reaction SMILES: [C:1](#[N:2])[CH:3]([CH2:4][c:5]1[cH:6][cH:7][c:8]([I:11])[cH:9][cH:10]1)[NH:12][C:13](=[O:14])[C:15]1([NH:21][C:22]([O:23][C:24]([CH3:25])([CH3:26])[CH3:27])=[O:28])[CH2:16][CH2:17][O:18][CH2:19][CH2:20]1.[CH3:30][C:31](=[O:32])[O-:33].[CH3:34][C:35]1([CH3:36])[C:37]([CH3:38])([CH3:39])[O:40][B:41]([c:42]2[cH:43][cH:44][c:45]3[c:46]([nH:47][c:48](=[O:50])[o:49]3)[cH:51]2)[O:52]1.[CH3:53][C:54]#[N:55].[K+:29].[OH2:56]>>[C:1](#[N:2])[CH:3]([CH2:4][c:5]1[cH:6][cH:7][c:8](-[c:42]2[cH:43][cH:44][c:45]3[c:46]([nH:47][c:48](=[O:50])[o:49]3)[cH:51]2)[cH:9][cH:10]1)[NH:12][C:13](=[O:14])[C:15]1([NH:21][C:22]([O:23][C:24]([CH3:25])([CH3:26])[CH3:27])=[O:28])[CH2:16][CH2:17][O:18][CH2:19][CH2:20]1.